From a dataset of the Open Reaction Database (ORD), a public repository of structured organic reaction records. describe an organic reaction: reactants, conditions, products, and yield Starting materials: C[Al]C, COC(=O)c1cc2ccccc2c(I)c1OC, Cl, [NH2-]. The product is COc1c(C#N)cc2ccccc2c1I. Reaction SMILES: [CH3:18][Al:19][CH3:20].[CH3:1][O:2][c:3]1[c:4]([C:14]([O:15][CH3:16])=[O:17])[cH:5][c:6]2[cH:7][cH:8][cH:9][cH:10][c:11]2[c:12]1[I:13].[ClH:22].[NH2-:21]>>[CH3:1][O:2][c:3]1[c:4]([C:14]#[N:21])[cH:5][c:6]2[cH:7][cH:8][cH:9][cH:10][c:11]2[c:12]1[I:13]. Reactants: O (water), COC1=CC=C(C2=CC=CC=C12)C=O (4-methoxy-1-naphthaldehyde), N(C1=CC=CC=C1)CCC#N (3-anilinopropionitrile), C[O-].[Na+] (sodium methoxide). Run in CO (methanol), C(C)O (ethanol), CS(=O)C (dimethylsulfoxide), CO (methanol). Yields the product N(C1=CC=CC=C1)C=C(C#N)CC1=CC=C(C2=CC=CC=C12)OC (3-Anilino-2-(4-methoxy-1-naphthylmethyl)acrylonitrile). The yield is 60.9%. As a reaction SMILES: [CH3:1][O:2][C:3]1[C:12]2[C:7](=[CH:8][CH:9]=[CH:10][CH:11]=2)[C:6]([CH:13]=O)=[CH:5][CH:4]=1.[NH:15]([CH2:22][CH2:23][C:24]#[N:25])[C:16]1[CH:21]=[CH:20][CH:19]=[CH:18][CH:17]=1.C[O-].[Na+].O>CS(C)=O.CO.C(O)C>[NH:15]([CH:22]=[C:23]([CH2:13][C:6]1[C:7]2[C:12](=[CH:11][CH:10]=[CH:9][CH:8]=2)[C:3]([O:2][CH3:1])=[CH:4][CH:5]=1)[C:24]#[N:25])[C:16]1[CH:21]=[CH:20][CH:19]=[CH:18][CH:17]=1 |f:2.3|. Reported procedure: To a solution of 4-methoxy-1-naphthaldehyde (10.0 g, 53.7 mmol)and 3-anilinopropionitrile (9.0 g, 61.6 mmol) in dimethylsulfoxide (25 mL) was added a solution of sodium methoxide (2.9 g, 53.6 mmol) in methanol (25 mL). The resulting mixture was heated to 133° with distillation of the methanol over 45 min. The reaction was then cooled, diluted with ethanol:water and the precipitate that formed was collected, washed with water, ethanol and hexane to give the title compound (10.28 g, 61%); mp 188°-... Reactants: solid, COC1=CC=C(C=C1)N1N=CC=C1C1=CC=C(C=C1)[N+](=O)[O-] (1-(4-methoxy-phenyl)-5-(4-nitro-phenyl)-1H-pyrazole), COC1=CC=C(C=C1)N1N=CC=C1C1=CC=C(C=C1)[N+](=O)[O-] (1-(4-methoxy-phenyl)-5-(4-nitro-phenyl)-1H-pyrazole), FC1=CC=C(C=C1)CC#N (2-(4-fluoro-phenyl)-acetonitrile). The product is FC1=CC=C(C=C1)C1=C2C(=NO1)C=CC(=C2)C=2N(N=CC2)C2=CC=C(C=C2)OC (3-(4-Fluoro-phenyl)-5-[2-(4-methoxy-phenyl)-2H-pyrazol-3-yl]-benzo[c]isoxazole). RXN SMILES: [CH3:1][O:2][C:3]1[CH:8]=[CH:7][C:6]([N:9]2[C:13]([C:14]3[CH:19]=[CH:18][C:17]([N+:20]([O-])=[O:21])=[CH:16][CH:15]=3)=[CH:12][CH:11]=[N:10]2)=[CH:5][CH:4]=1.[F:23][C:24]1[CH:29]=[CH:28][C:27]([CH2:30]C#N)=[CH:26][CH:25]=1>>[F:23][C:24]1[CH:29]=[CH:28][C:27]([C:30]2[O:21][N:20]=[C:17]3[CH:18]=[CH:19][C:14]([C:13]4[N:9]([C:6]5[CH:7]=[CH:8][C:3]([O:2][CH3:1])=[CH:4][CH:5]=5)[N:10]=[CH:11][CH:12]=4)=[CH:15][C:16]=23)=[CH:26][CH:25]=1. Reported procedure: The title compound, light green solid (51 mg, 39%), MS (ISP) m/z=386.2 [(M+H)+], mp 179° C., was prepared in accordance with the general method of example 1 from 1-(4-methoxy-phenyl)-5-(4-nitro-phenyl)-1H-pyrazole (intermediate G) (100 mg, 353 μmol) and commercially available 2-(4-fluoro-phenyl)-acetonitrile.